This data is from the Open Reaction Database (ORD), a public repository of structured organic reaction records. The task is: describe an organic reaction: reactants, conditions, products, and yield Starting materials: B(F)(F)F.CCOCC (Boron trifluoride etherate), COC1=CC=C2CCCC(C2=C1)=O (7-methoxytetralone), ice water. The solvent is C(C)(=O)OC(C)=O (acetic anhydride). Conditions: time 2 hour. Yields the product ethyl acetate hexanes, C(C)(=O)C1C(C2=CC(=CC=C2CC1)OC)=O (2-Acetyl-7-methoxy-3,4-dihydro-2H-naphthalen-1-one). Yield: 5.0%. Reaction SMILES: B(F)(F)F.[CH3:5][CH2:6][O:7]CC.[CH3:10][O:11][C:12]1[CH:21]=[C:20]2[C:15]([CH2:16][CH2:17][CH2:18][C:19]2=[O:22])=[CH:14][CH:13]=1>C(OC(=O)C)(=O)C>[C:6]([CH:18]1[CH2:17][CH2:16][C:15]2[C:20](=[CH:21][C:12]([O:11][CH3:10])=[CH:13][CH:14]=2)[C:19]1=[O:22])(=[O:7])[CH3:5] |f:0.1|. Procedure: Boron trifluoride etherate (0.53 mL) was added dropwise to a stirred mixture of 7-methoxytetralone (176 mg, 1 mmol) in acetic anhydride (1.8 mL). The reaction was stirred at room temperature for 2 hours, then poured into ice-water and stirred for 1 hour. The mixture was extracted with ether, and the ether extracts were evaporated. The residue was diluted with methanol (12 mL) and saturated sodium acetate (8 mL) and stirred at reflux for 4 hours. After cooling to room temperature, the solution wa... The reactants are CC(C)(C)P(c1ccccc1-c1ccccc1)C(C)(C)C, CC(=O)[O-], CC(=O)[O-], CC(C)(C)[O-], CCOC(C)=O, Cc1ccccc1, C[Si](C)(C)CCOCn1cc(-c2cc(Cl)nc(Cl)c2)cn1, CC(N)c1ccc(F)cc1, [Na+], [Pd+2]. The product is CC(Nc1cc(-c2cnn(COCC[Si](C)(C)C)c2)cc(Cl)n1)c1ccc(F)cc1. Reaction SMILES: [C:32]([P:33]([C:34]([CH3:35])([CH3:36])[CH3:37])[c:38]1[cH:39][cH:40][cH:41][cH:42][c:43]1-[c:44]1[cH:45][cH:46][cH:47][cH:48][cH:49]1)([CH3:50])([CH3:51])[CH3:52].[C:65]([O-:66])(=[O:67])[CH3:68].[C:70]([O-:71])(=[O:72])[CH3:73].[CH3:53][C:54]([CH3:55])([O-:56])[CH3:57].[CH3:59][CH2:60][O:61][C:62](=[O:63])[CH3:64].[CH3:74][c:75]1[cH:76][cH:77][cH:78][cH:79][cH:80]1.[Cl:1][c:2]1[n:3][c:4]([Cl:21])[cH:5][c:6](-[c:8]2[cH:9][n:10][n:11]([CH2:13][O:14][CH2:15][CH2:16][Si:17]([CH3:18])([CH3:19])[CH3:20])[cH:12]2)[cH:7]1.[F:22][c:23]1[cH:24][cH:25][c:26]([CH:29]([CH3:30])[NH2:31])[cH:27][cH:28]1.[Na+:58].[Pd+2:69]>>[c:2]1([NH:31][CH:29]([c:26]2[cH:25][cH:24][c:23]([F:22])[cH:28][cH:27]2)[CH3:30])[n:3][c:4]([Cl:21])[cH:5][c:6](-[c:8]2[cH:9][n:10][n:11]([CH2:13][O:14][CH2:15][CH2:16][Si:17]([CH3:18])([CH3:19])[CH3:20])[cH:12]2)[cH:7]1. Starting materials: C1(CC1)C=O (cyclopropane carboxaldehyde), CC(C)(C)[S@](=O)N ((S)-(−)-2-methyl-2-propanesulfinamide), S(=O)(=O)([O-])[O-].[Mg+2] (magnesium sulfate), CC1=CC=C(C=C1)S(=O)(=O)[O-].C1=CC=[NH+]C=C1 (PPTS). The solvent is C(Cl)Cl (DCM). Reaction conditions: time 8 hour. Yields the product C1(CC1)\C=N\S(=O)C(C)(C)C (N-[(1E)-Cyclopropylmethylene]-2-methylpropane-2-sulfinamide). As a reaction SMILES: [CH:1]1([CH:4]=O)[CH2:3][CH2:2]1.[CH3:6][C:7]([S@@:10]([NH2:12])=[O:11])([CH3:9])[CH3:8].S([O-])([O-])(=O)=O.[Mg+2].CC1C=CC(S([O-])(=O)=O)=CC=1.C1C=C[NH+]=CC=1>C(Cl)Cl>[CH:1]1(/[CH:4]=[N:12]/[S:10]([C:7]([CH3:9])([CH3:8])[CH3:6])=[O:11])[CH2:3][CH2:2]1 |f:2.3,4.5|. Procedure: To a stirred solution of cyclopropane carboxaldehyde (26.1 ml, 347 mmol) in DCM (347 ml) were added (S)-(−)-2-methyl-2-propanesulfinamide (21.0 g, 173 mmol), magnesium sulfate (104 g, 866 mmol), and PPTS (2.177 g, 8.66 mmol). The reaction mixture was left to stir overnight, filtered through a fritted funnel, concentrated, and purified by chromatography to provide the title compound as a colorless oil. Reactants: N1C=NC2=C1C=CC(=C2)C(=O)O (1H-benzoimidazole-5-carboxylic acid), COC1=CC=C(OC2=CC3=C([C@H]4CCCN[C@H]4CC3)C=C2)C=C1 (cis-8-(4-methoxy-phenoxy)-1,2,3,4,4a,5,6,10b-octahydro-benzo[f]quinoline). The product is N1C=NC2=C1C=CC(=C2)C(=O)N2CCC[C@@H]1C3=C(CC[C@H]21)C=C(C=C3)OC3=CC=C(C=C3)OC ((1H-Benzoimidazol-5-yl)-[cis-8-(4-methoxy-phenoxy)-2,3,4a,5,6,10b-hexahydro-1H-benzo[f]quinolin-4-yl]-methanone). The yield is 72.0%. As a reaction SMILES: [NH:1]1[C:5]2[CH:6]=[CH:7][C:8]([C:10]([OH:12])=O)=[CH:9][C:4]=2[N:3]=[CH:2]1.[CH3:13][O:14][C:15]1[CH:35]=[CH:34][C:18]([O:19][C:20]2[CH:33]=[CH:32][C:23]3[C@@H:24]4[C@H:29]([CH2:30][CH2:31][C:22]=3[CH:21]=2)[NH:28][CH2:27][CH2:26][CH2:25]4)=[CH:17][CH:16]=1>>[NH:1]1[C:5]2[CH:6]=[CH:7][C:8]([C:10]([N:28]3[C@@H:29]4[C@@H:24]([C:23]5[CH:32]=[CH:33][C:20]([O:19][C:18]6[CH:17]=[CH:16][C:15]([O:14][CH3:13])=[CH:35][CH:34]=6)=[CH:21][C:22]=5[CH2:31][CH2:30]4)[CH2:25][CH2:26][CH2:27]3)=[O:12])=[CH:9][C:4]=2[N:3]=[CH:2]1. Procedure: The title compound is prepared from 1H-benzoimidazole-5-carboxylic acid and cis-8-(4-methoxy-phenoxy)-1,2,3,4,4a,5,6,10b-octahydro-benzo[f]quinoline following a procedure analogous to that described in Example 1. Yield: 72% of theory; LC (method 1): tR=3.16 min; Mass spectrum (ESI+): m/z=454 [M+H]+.